This data is from the Open Reaction Database (ORD), a public repository of structured organic reaction records. The task is: describe an organic reaction: reactants, conditions, products, and yield Reactants: O=C(O)c1cccc(-c2ccc(CBr)cc2C(=O)O)c1, CC([O-])=S, CC(C)=O, [K+]. The product is CC(=O)SCc1ccc(-c2cccc(C(=O)O)c2)c(C(=O)O)c1. RXN SMILES: [Br:1][CH2:2][c:3]1[cH:4][c:5]([C:18](=[O:19])[OH:20])[c:6](-[c:9]2[cH:10][c:11]([C:15](=[O:16])[OH:17])[cH:12][cH:13][cH:14]2)[cH:7][cH:8]1.[C:21]([CH3:22])(=[S:23])[O-:24].[CH3:26][C:27](=[O:28])[CH3:29].[K+:25]>>[CH2:2]([c:3]1[cH:4][c:5]([C:18](=[O:19])[OH:20])[c:6](-[c:9]2[cH:10][c:11]([C:15](=[O:16])[OH:17])[cH:12][cH:13][cH:14]2)[cH:7][cH:8]1)[S:23][C:21]([CH3:22])=[O:24]. Conditions: time 1 hour. As a reaction SMILES: CN(C)C=O.[N:6]1([C:11]2[CH:19]=[CH:18][C:14]([C:15]([OH:17])=O)=[CH:13][CH:12]=2)[CH:10]=[CH:9][N:8]=[CH:7]1.[C:20]1([N:26]2[CH2:31][CH2:30][N:29]([CH2:32][C:33]3[CH:38]=[CH:37][CH:36]=[CH:35][CH:34]=3)[CH:28]([CH2:39][NH2:40])[CH2:27]2)[CH:25]=[CH:24][CH:23]=[CH:22][CH:21]=1.C(Cl)Cl>C(N(CC)CC)C.CO>[N:6]1([C:11]2[CH:12]=[CH:13][C:14]([C:15]([NH:40][CH2:39][CH:28]3[CH2:27][N:26]([C:20]4[CH:25]=[CH:24][CH:23]=[CH:22][CH:21]=4)[CH2:31][CH2:30][N:29]3[CH2:32][C:33]3[CH:38]=[CH:37][CH:36]=[CH:35][CH:34]=3)=[O:17])=[CH:18][CH:19]=2)[CH:10]=[CH:9][N:8]=[CH:7]1. Yields the product N1(C=NC=C1)C1=CC=C(C(=O)NCC2N(CCN(C2)C2=CC=CC=C2)CC2=CC=CC=C2)C=C1 (4-(1H-Imidazol-1-yl)-N-[[4-phenyl-1-(phenylmethyl)piperazin-2-yl]-methyl]benzamide). Procedure: To N,N-dimethylformamide (200 mL) under nitrogen atmosphere add 4-(1H-imidazol-1-yl)benzoic acid (7.0 g, 37 mmol) and 1,1-carbonyldiimidazole (6.0 g, 37 mmol) and stir for 1 h. Add 4-phenyl-1-(phenylmethyl)-2-piperazinemethanamine (9.5 g, 34 mmol) and stir. Monitor the progress of the reaction by thin-layer chromatography. Upon completion of the reaction remove the solvent in vacuo. To the oil add water (100 mL), a saturated solution of sodium bicarbonate (30 mL) andmethylene chloride (200 mL) a... The reactants are CN(C=O)C (N,N-dimethylformamide), N1(C=NC=C1)C1=CC=C(C(=O)O)C=C1 (4-(1H-imidazol-1-yl)benzoic acid), 1,1-carbonyldiimidazole, C(Cl)Cl (methylene chloride), C1(=CC=CC=C1)N1CC(N(CC1)CC1=CC=CC=C1)CN (4-phenyl-1-(phenylmethyl)-2-piperazinemethanamine). Run in C(C)N(CC)CC (triethylamine), CO (methanol).